Dataset: the Open Reaction Database (ORD), a public repository of structured organic reaction records. Task: describe an organic reaction: reactants, conditions, products, and yield Starting materials: CC(CO)OCOCc1ccccc1, CCOC(C)=O, ClCCl, Cc1ccc(S(=O)(=O)Cl)cc1, c1ccncc1. As a reaction SMILES: [CH2:1]([c:2]1[cH:3][cH:4][cH:5][cH:6][cH:7]1)[O:8][CH2:9][O:10][CH:11]([CH2:12][OH:13])[CH3:14].[CH3:35][CH2:36][O:37][C:38](=[O:39])[CH3:40].[Cl:26][CH2:27][Cl:28].[c:15]1([CH3:25])[cH:16][cH:17][c:18]([S:21](=[O:22])(=[O:23])[Cl:24])[cH:19][cH:20]1.[cH:29]1[cH:30][cH:31][n:32][cH:33][cH:34]1>>[CH2:1]([c:2]1[cH:3][cH:4][cH:5][cH:6][cH:7]1)[O:8][CH2:9][O:10][CH:11]([CH2:12][O:13][S:21]([c:18]1[cH:17][cH:16][c:15]([CH3:25])[cH:20][cH:19]1)(=[O:22])=[O:23])[CH3:14]. Product: Cc1ccc(S(=O)(=O)OCC(C)OCOCc2ccccc2)cc1. Starting materials: [OH-].[Na+] (NaOH), COC(\C=C\C=C(\C1=CC=CC=C1)/C1=CC=C(C=C1)OC)=O ((2E,4Z)-5-(4-methoxyphenyl)-5-phenyl-2,4-pentadienoic acid methyl ester). Run in CO (methanol). Reaction conditions: time 2.5 hour. Yields the product COC1=CC=C(C=C1)\C(=C/C=C/C(=O)O)\C1=CC=CC=C1 ((2E,4Z)-5-(4-methoxyphenyl)-5-phenyl-2,4-pentadienoic acid). Yield: 69.7%. As a reaction SMILES: C[O:2][C:3](=[O:22])/[CH:4]=[CH:5]/[CH:6]=[C:7](\[C:14]1[CH:19]=[CH:18][C:17]([O:20][CH3:21])=[CH:16][CH:15]=1)/[C:8]1[CH:13]=[CH:12][CH:11]=[CH:10][CH:9]=1.[OH-].[Na+]>CO>[CH3:21][O:20][C:17]1[CH:16]=[CH:15][C:14](/[C:7](/[C:8]2[CH:9]=[CH:10][CH:11]=[CH:12][CH:13]=2)=[CH:6]\[CH:5]=[CH:4]\[C:3]([OH:22])=[O:2])=[CH:19][CH:18]=1 |f:1.2|. Procedure: In the manner described in Example 99, (2E,4Z)-5-(4-methoxyphenyl)-5-phenyl-2,4-pentadienoic acid methyl ester (6.4 g) was saponified in a refluxing mixture of methanol (30 mL) and 2N NaOH (23 mL). After 2.5 hours the reaction was worked up in the usual fashion and the crude acid was crystallized from 2-propanol to yield 4.25 g of (2E,4Z)-5-(4-methoxyphenyl)-5-phenyl-2,4-pentadienoic acid. A sample was recrystallized from 2-propanol to give the analytical specimen, mp 184°-185° C. Reactants: BrC=1C(OC(CC1O)(C1=CC=CC=C1)CCC(C)C)=O (3-bromo-5,6-dihydro-4-hydroxy-6-(3-methylbutyl) -6-phenyl-2H-pyran-2-one), C1(=CC=CC=C1)S (benzenethiol), N1CCCCC1 (piperidine). Solvent: ClCCl (dichloromethane). The product is OC1=C(C(OC(C1)(C1=CC=CC=C1)CCC(C)C)=O)SC1=CC=CC=C1 (5,6-Dihydro-4-hydroxy-6-(3-methylbutyl)-6-phenyl-3-phenylthio-2H-pyran-2-one). Reaction SMILES: Br[C:2]1[C:3](=[O:20])[O:4][C:5]([CH2:15][CH2:16][CH:17]([CH3:19])[CH3:18])([C:9]2[CH:14]=[CH:13][CH:12]=[CH:11][CH:10]=2)[CH2:6][C:7]=1[OH:8].[C:21]1([SH:27])[CH:26]=[CH:25][CH:24]=[CH:23][CH:22]=1.N1CCCCC1>ClCCl>[OH:8][C:7]1[CH2:6][C:5]([CH2:15][CH2:16][CH:17]([CH3:19])[CH3:18])([C:9]2[CH:14]=[CH:13][CH:12]=[CH:11][CH:10]=2)[O:4][C:3](=[O:20])[C:2]=1[S:27][C:21]1[CH:26]=[CH:25][CH:24]=[CH:23][CH:22]=1. Reported procedure: The title compound was prepared as described in General Method 6 from 1.5 mmol of 3-bromo-5,6-dihydro-4-hydroxy-6-(3-methylbutyl) -6-phenyl-2H-pyran-2-one (prepared in example CCC), 1.6 mmol of benzenethiol, and 1.6 mmol of piperidine in 20 mL of dichloromethane. The crude product was chromatographed on silica gel, eluting first with chloroform and then with 5% methanol in chloroform, to give the title compound, (m.p. 154°-155° C.). 1H NMR (DMSO-d6) δ 0.80 (m, 6 H), 0.97 (m, 1 H), 1.16 (m, 2 H),... Starting materials: ClC1=C(C=C(C=C1)NC(C1=C(N=C(C=C1)C(F)(F)F)C)=O)C1=NC=C(C=C1)O (N-(4-chloro-3-(5-hydroxypyridin-2-yl)phenyl)-2-methyl-6-(trifluoromethyl)nicotinamide), IC (iodomethane). Yields the product ClC1=C(C=C(C=C1)NC(C1=C(N=C(C=C1)C(F)(F)F)C)=O)C1=NC=C(C=C1)OC (N-(4-chloro-3-(5-methoxypyridin-2-yl)phenyl)-2-methyl-6-(trifluoromethyl)nicotinamide). Reaction SMILES: [Cl:1][C:2]1[CH:7]=[CH:6][C:5]([NH:8][C:9](=[O:21])[C:10]2[CH:15]=[CH:14][C:13]([C:16]([F:19])([F:18])[F:17])=[N:12][C:11]=2[CH3:20])=[CH:4][C:3]=1[C:22]1[CH:27]=[CH:26][C:25]([OH:28])=[CH:24][N:23]=1.I[CH3:30]>>[Cl:1][C:2]1[CH:7]=[CH:6][C:5]([NH:8][C:9](=[O:21])[C:10]2[CH:15]=[CH:14][C:13]([C:16]([F:17])([F:19])[F:18])=[N:12][C:11]=2[CH3:20])=[CH:4][C:3]=1[C:22]1[CH:27]=[CH:26][C:25]([O:28][CH3:30])=[CH:24][N:23]=1. Reported procedure: N-(4-chloro-3-(5-hydroxypyridin-2-yl)phenyl)-2-methyl-6-(trifluoromethyl)nicotinamide (0.12 mmol) was used in Procedure L with excess iodomethane. Purified by silica gel chromatography (0-100% ethyl acetate/hexane) to yield N-(4-chloro-3-(5-methoxypyridin-2-yl)phenyl)-2-methyl-6-(trifluoromethyl)nicotinamide as a white solid: TLC Rf=0.57 (50% ethyl acetate/hexanes); MS (Q1) 423 (M)+. Starting materials: ClCC#N (chloroacetonitrile), ClCC#N (chloroacetonitrile), C(C)(C)NC(C)C (diisopropylamine), C(C)(C)(C)OC(=O)N[C@H](C(=O)O)CCSSC ((S)-2-((tert-butoxycarbonyl)amino)-4-(methyldisulfanyl)butanoic acid). Run in C1CCOC1 (THF). Reaction conditions: time 8 hour. The product is C(C)(C)(C)OC(=O)N[C@H](C(=O)OCC#N)CCSSC ((S)-cyanomethyl 2-((tert-butoxycarbonyl)amino)-4-(methyldisulfanyl)butanoate). Isolated yield 63.0%. RXN SMILES: [C:1]([O:5][C:6]([NH:8][C@@H:9]([CH2:13][CH2:14][S:15][S:16][CH3:17])[C:10]([OH:12])=[O:11])=[O:7])([CH3:4])([CH3:3])[CH3:2].Cl[CH2:19][C:20]#[N:21].C(NC(C)C)(C)C>C1COCC1>[C:1]([O:5][C:6]([NH:8][C@@H:9]([CH2:13][CH2:14][S:15][S:16][CH3:17])[C:10]([O:12][CH2:19][C:20]#[N:21])=[O:11])=[O:7])([CH3:4])([CH3:3])[CH3:2]. Procedure details: Boc-L-Hcm-OH (43 mg, 153 μmol) was dissolved in THF (1 mL). To the solution were added chloroacetonitrile (484 μL, 7.65 mmol) and diisopropylamine (53 μL, 306 μmol). The mixture was stirred overnight under N2 atmosphere. After 18 h, additional chloroacetonitrile (484 L, 7.65 mmol) was added. Concentration under reduced pressure followed by flash chromatography over silica gel with AcOEt-Hexane (3:1) gave the titled compound in (31.3 mg, 63% yield): 1H NMR (360 MHz, CDCl3) δ 5.02 (s, 1H), 4.73 (d... The reactants are C(C#CC)N1C=NC=2N(C(NC(C12)=O)=O)C (7-(2-butynyl)-3-methyl-3,7-dihydropurine-2,6-dione), ClN1C(CCC1=O)=O (N-chlorosuccinimide). Run in CN(C=O)C (N,N-dimethylformamide), C(C)(=O)OCC (ethyl acetate). Run at time 3 hour. Product: C(C#CC)N1C(=NC=2N(C(NC(C12)=O)=O)C)Cl (7-(2-butynyl)-8-chloro-3-methyl-3,7-dihydropurine-2,6-dione). Yield: 73.1%. RXN SMILES: [CH2:1]([N:5]1[C:13]2[C:12](=[O:14])[NH:11][C:10](=[O:15])[N:9]([CH3:16])[C:8]=2[N:7]=[CH:6]1)[C:2]#[C:3][CH3:4].[Cl:17]N1C(=O)CCC1=O>CN(C)C=O.C(OCC)(=O)C>[CH2:1]([N:5]1[C:13]2[C:12](=[O:14])[NH:11][C:10](=[O:15])[N:9]([CH3:16])[C:8]=2[N:7]=[C:6]1[Cl:17])[C:2]#[C:3][CH3:4]. Procedure details: 3-Methylxanthine (1.1 g) was dissolved in N,N-dimethylformamide (15 ml), and potassium carbonate (1.0 g) and 1-bromo-2-butyne (0.64 ml) were added thereto. After stirring at room temperature overnight, the reaction mixture was diluted with ethyl acetate, and washed with water. Insoluble white solid was collected by filtration, and washed with ethyl acetate to give 1.3 g of 7-(2-butynyl)-3-methyl-3,7-dihydropurine-2,6-dione. Then, the resulting 7-(2-butynyl)-3-methyl-3,7-dihydropurine-2,6-dione (... Reactants: COc1ccc(Cl)cc1C1(F)C(=O)N(COC(=O)CC(=O)OCc2ccccc2)c2cc(C(F)(F)F)ccc21, O=C(O)CC(=O)OCc1ccccc1. Yields the product COc1ccc(Cl)cc1C1(F)C(=O)N(COC(=O)CC(=O)O)c2cc(C(F)(F)F)ccc21. Reaction SMILES: [CH2:15]([c:16]1[cH:17][cH:18][cH:19][cH:20][cH:21]1)[O:22][C:23]([CH2:24][C:25](=[O:26])[O:27][CH2:28][N:29]1[C:30](=[O:52])[C:31]([F:42])([c:43]2[c:44]([O:50][CH3:51])[cH:45][cH:46][c:47]([Cl:49])[cH:48]2)[c:32]2[cH:33][cH:34][c:35]([C:38]([F:39])([F:40])[F:41])[cH:36][c:37]21)=[O:53].[CH2:1]([O:2][C:3](=[O:4])[CH2:5][C:6]([OH:7])=[O:8])[c:9]1[cH:10][cH:11][cH:12][cH:13][cH:14]1>>[O:22]=[C:23]([CH2:24][C:25](=[O:26])[O:27][CH2:28][N:29]1[C:30](=[O:52])[C:31]([F:42])([c:43]2[c:44]([O:50][CH3:51])[cH:45][cH:46][c:47]([Cl:49])[cH:48]2)[c:32]2[cH:33][cH:34][c:35]([C:38]([F:39])([F:40])[F:41])[cH:36][c:37]21)[OH:53]. Reaction SMILES: [Br:1][CH2:2][C:3]([C:5]1C=CC=C[CH:6]=1)=O.[CH3:11][O-].[Na+].CN(C=[N:18][CH:19]=[N+:20]([CH3:22])C)C.[Cl-].CS[C:26](SC)=[CH:27][N+:28]([O-:30])=[O:29].[C:33]([O-])(=O)[CH3:34].[Na+]>CO.C(O)C>[NH2:18][C:19]1[C:27]([N+:28]([O-:30])=[O:29])=[CH:26][CH:11]=[C:22]([C:34]2[CH:33]=[CH:6][CH:5]=[CH:3][C:2]=2[Br:1])[N:20]=1 |f:1.2,3.4,6.7|. Yields the product NC1=NC(=CC=C1[N+](=O)[O-])C1=C(C=CC=C1)Br (2-amino-6-(2-bromophenyl)-3-nitropyridine). The reactants are C(C)(=O)[O-].[Na+] (sodium acetate), BrCC(=O)C1=CC=CC=C1 (2-Bromoacetophenone), C[O-].[Na+] (sodium methoxide), CN(C)C=NC=[N+](C)C.[Cl-] (Gold's Reagent), amine, CSC(=C[N+](=O)[O-])SC (1,1-bis(methylthio)-2-nitroethylene), C(C)(=O)[O-].[Na+] (sodium acetate). Yield: 11.9%. Procedure: 2-Bromoacetophenone(0.1 moles, 20.0 g) was reacted with sodium methoxide (0.13 moles) in 150 ml methanol and treated with Gold's Reagent (0.13 moles, 21.2 g) according to the procedure in J. Org, Chem, 45:4525 (1988). The intermediate was purified by chromatography over silica gel eluted with 75-100% ethyl acetate in hexane. The resulting amine was dissolved in ethanol with 1,1-bis(methylthio)-2-nitroethylene (0.074 moles, 12.3 g) and sodium acetate (22.5 g) and refluxed for two hours. An additi... The solvent is CO (methanol), C(C)O (ethanol).